Dataset: the Open Reaction Database (ORD), a public repository of structured organic reaction records. Task: describe an organic reaction: reactants, conditions, products, and yield The reactants are solution, C[Si](C)(C)[N-][Si](C)(C)C.[Li+] (lithium bis(trimethylsilyl)amide), [NH4+].[Cl-] (NH4Cl), COC1=CC=C(C2=C1OC1(CCOCC1)O2)C(=O)OC (methyl 7-methoxy-2′,3′,5′,6′-tetrahydro-spiro[1,3-benzodioxole-2,4′-(4H)-pyran]-4-carboxylate), ClC=1C=NC=C(C1C)Cl (3,5-dichloro-4-picoline). The solvent is O1CCCC1 (tetrahydrofuran), O1CCCC1 (tetrahydrofuran). Run at time 8 hour. The product is ClC=1C=NC=C(C1CC(=O)C1=CC=C(C=2OC3(CCOCC3)OC21)OC)Cl (2-(3,5-dichloropyridine-4-yl)-1-(7-methoxy-2′,3′,5′,6′-tetrahydro-spiro[1,3-benzodioxole-2,4′-(4H)-pyran]-4-yl)ethanone). Yield: 72.1%. As a reaction SMILES: [CH3:1][O:2][C:3]1[C:8]2[O:9][C:10]3([O:16][C:7]=2[C:6]([C:17](OC)=[O:18])=[CH:5][CH:4]=1)[CH2:15][CH2:14][O:13][CH2:12][CH2:11]3.[Cl:21][C:22]1[CH:23]=[N:24][CH:25]=[C:26]([Cl:29])[C:27]=1[CH3:28].C[Si]([N-][Si](C)(C)C)(C)C.[Li+].[NH4+].[Cl-]>O1CCCC1>[Cl:21][C:22]1[CH:23]=[N:24][CH:25]=[C:26]([Cl:29])[C:27]=1[CH2:28][C:17]([C:6]1[C:7]2[O:16][C:10]3([CH2:11][CH2:12][O:13][CH2:14][CH2:15]3)[O:9][C:8]=2[C:3]([O:2][CH3:1])=[CH:4][CH:5]=1)=[O:18] |f:2.3,4.5|. Reported procedure: A solution of methyl 7-methoxy-2′,3′,5′,6′-tetrahydro-spiro[1,3-benzodioxole-2,4′-(4H)-pyran]-4-carboxylate (1.80 g, 6.42 mmol) and 3,5-dichloro-4-picoline (1.46 g, 8.99 mmol) in tetrahydrofuran (33 mL) was cooled to 0° C. A 1.0 M solution of lithium bis(trimethylsilyl)amide in tetrahydrofuran (19.3 mL, 19.3 mmol) was added and the reaction mixture was allowed to reach room temperature overnight. Saturated aqueous NH4Cl (70 mL) was added. The aqueous phase was extracted with dichloromethane (3×1... The reactants are [BH4-], CO, CC1=C(C#N)C(c2ccc3[nH]nc(C=O)c3c2)C(C#N)=C(C)N1, [Na+]. The product is CC1=C(C#N)C(c2ccc3[nH]nc(CO)c3c2)C(C#N)=C(C)N1. As a reaction SMILES: [BH4-:24].[CH3:26][OH:27].[CH:1](=[O:2])[c:3]1[n:4][nH:5][c:6]2[cH:7][cH:8][c:9]([CH:12]3[C:13]([C:22]#[N:23])=[C:14]([CH3:21])[NH:15][C:16]([CH3:20])=[C:17]3[C:18]#[N:19])[cH:10][c:11]12.[Na+:25]>>[CH2:1]([OH:2])[c:3]1[n:4][nH:5][c:6]2[cH:7][cH:8][c:9]([CH:12]3[C:13]([C:22]#[N:23])=[C:14]([CH3:21])[NH:15][C:16]([CH3:20])=[C:17]3[C:18]#[N:19])[cH:10][c:11]12. The reactants are COC/C=C/COC1=C(C#N)C(=CC=C1)[N+](=O)[O-] ((E)-2-(4-methoxybut-2-enyloxy)-6-nitrobenzonitrile), CCO (EtOH), O (water). The reagents and catalysts are [Fe] (iron). Solvent: CC(=O)O (AcOH). Reaction conditions: time 20 minute. The product is NC1=C(C#N)C(=CC=C1)OC\C=C\COC ((E)-2-Amino-6-(4-methoxybut-2-enyloxy)benzonitrile). Isolated yield 87.1%. As a reaction SMILES: [CH3:1][O:2][CH2:3]/[CH:4]=[CH:5]/[CH2:6][O:7][C:8]1[CH:15]=[CH:14][CH:13]=[C:12]([N+:16]([O-])=O)[C:9]=1[C:10]#[N:11].CCO.O>CC(O)=O.[Fe]>[NH2:16][C:12]1[CH:13]=[CH:14][CH:15]=[C:8]([O:7][CH2:6]/[CH:5]=[CH:4]/[CH2:3][O:2][CH3:1])[C:9]=1[C:10]#[N:11]. Procedure details: To a solution of (E)-2-(4-methoxybut-2-enyloxy)-6-nitrobenzonitrile (Example 199c) (0.25 g, 1.00 mmol) in a mixture of AcOH, EtOH and water (33 mL, 1:1:1) was added iron powder (0.56 g, 10.00 mmol) at rt. The obtained mixture was stirred at rt for 20 min, then was heated to 50° C. for a further 15 min, and allowed to cool. The suspension was concentrated under reduced pressure; the residue was treated with water (50 mL) and extracted with EtOAc (4×50 mL). The combined extract was washed with sat...